From a dataset of the Open Reaction Database (ORD), a public repository of structured organic reaction records. describe an organic reaction: reactants, conditions, products, and yield The reactants are CCN=C=NCCCN(C)C, COc1cc2ncnc(Oc3ccc(OCC(=O)O)cc3)c2cc1OC, ClC(Cl)Cl, Cl, C1CCN(C2CCNCC2)CC1, [Na+], O, On1nnc2ccccc21, O=C([O-])O. The product is COc1cc2ncnc(Oc3ccc(OCC(=O)N4CCC(N5CCCCC5)CC4)cc3)c2cc1OC. RXN SMILES: [CH2:28]([N:29]=[C:30]=[N:31][CH2:32][CH2:33][CH2:34][N:35]([CH3:36])[CH3:37])[CH3:38].[CH3:1][O:2][c:3]1[cH:4][c:5]2[c:6]([O:15][c:16]3[cH:17][cH:18][c:19]([O:20][CH2:21][C:22](=[O:23])[OH:24])[cH:25][cH:26]3)[n:7][cH:8][n:9][c:10]2[cH:11][c:12]1[O:13][CH3:14].[CH:67]([Cl:68])([Cl:69])[Cl:70].[ClH:27].[N:50]1([CH:56]2[CH2:57][CH2:58][NH:59][CH2:60][CH2:61]2)[CH2:51][CH2:52][CH2:53][CH2:54][CH2:55]1.[Na+:62].[OH2:49].[OH:39][n:40]1[c:41]2[c:42]([cH:43][cH:44][cH:45][cH:46]2)[n:47][n:48]1.[OH:63][C:64](=[O:65])[O-:66]>>[CH3:1][O:2][c:3]1[cH:4][c:5]2[c:6]([O:15][c:16]3[cH:17][cH:18][c:19]([O:20][CH2:21][C:22](=[O:24])[N:59]4[CH2:58][CH2:57][CH:56]([N:50]5[CH2:51][CH2:52][CH2:53][CH2:54][CH2:55]5)[CH2:61][CH2:60]4)[cH:25][cH:26]3)[n:7][cH:8][n:9][c:10]2[cH:11][c:12]1[O:13][CH3:14]. Reactants: OC1=C(C(=O)C2=CC=C(C=C2)Cl)C=C(C=C1)CC (2-Hydroxy-5-ethyl-4'-chlorobenzophenone), C(C)(=O)O (acetic acid), [OH-].[Na+] (NaOH). Run in C(C)(=O)OC(C)=O (acetic anhydride). The product is C(C)(=O)OC1=C(C(=O)C2=CC=C(C=C2)Cl)C=C(C=C1)CC (2-Acetoxy-4'-chloro-5-ethylbenzophenone). As a reaction SMILES: [OH:1][C:2]1[CH:16]=[CH:15][C:14]([CH2:17][CH3:18])=[CH:13][C:3]=1[C:4]([C:6]1[CH:11]=[CH:10][C:9]([Cl:12])=[CH:8][CH:7]=1)=[O:5].[C:19](O)(=[O:21])[CH3:20].[OH-].[Na+]>C(OC(=O)C)(=O)C>[C:19]([O:1][C:2]1[CH:16]=[CH:15][C:14]([CH2:17][CH3:18])=[CH:13][C:3]=1[C:4]([C:6]1[CH:7]=[CH:8][C:9]([Cl:12])=[CH:10][CH:11]=1)=[O:5])(=[O:21])[CH3:20] |f:2.3|. Procedure details: 2-Hydroxy-5-ethyl-4'-chlorobenzophenone (3 g), in acetic anhydride (10 ml) and acetic acid (1 ml) were refluxed for 3.5 hours, and allowed to cool. The mixture was poured into dilute NaOH solution and extracted with chloroform. The chloroform was washed with 10% NaHCO3 solution (50 ml), dried (MgSO4) and evaporated to leave an oil which was distilled, b.p. 160°-165° C. at 3.5 mm/Hg (2.3 g) to give the desired product. Starting materials: O=C([O-])[O-], Cn1c(C(F)(F)F)ccc(-c2cc(C(=O)O)c(Cl)cc2F)c1=O, CC(C)I, [K+], [K+], CN(C)C=O, O. Yields the product CC(C)OC(=O)c1cc(-c2ccc(C(F)(F)F)n(C)c2=O)c(F)cc1Cl. RXN SMILES: [C:24](=[O:25])([O-:26])[O-:27].[CH3:1][n:2]1[c:3](=[O:23])[c:4](-[c:12]2[c:13]([F:22])[cH:14][c:15]([Cl:21])[c:16]([C:17](=[O:18])[OH:19])[cH:20]2)[cH:5][cH:6][c:7]1[C:8]([F:9])([F:10])[F:11].[CH:30]([CH3:31])([CH3:32])[I:33].[K+:28].[K+:29].[O:35]=[CH:36][N:37]([CH3:38])[CH3:39].[OH2:34]>>[CH3:1][n:2]1[c:3](=[O:23])[c:4](-[c:12]2[c:13]([F:22])[cH:14][c:15]([Cl:21])[c:16]([C:17](=[O:18])[O:19][CH:30]([CH3:31])[CH3:32])[cH:20]2)[cH:5][cH:6][c:7]1[C:8]([F:9])([F:10])[F:11]. Starting materials: Brc1cncc(Br)c1, CC(C)(C)[O-], Cc1ccccc1, CC(C)(C)OC(=O)N1CCC2CNCC21, [Na+], O=C(C=Cc1ccccc1)C=Cc1ccccc1, O=C(C=Cc1ccccc1)C=Cc1ccccc1, O=C(C=Cc1ccccc1)C=Cc1ccccc1, [Pd], [Pd], c1ccc(P(c2ccccc2)c2ccc3ccccc3c2-c2c(P(c3ccccc3)c3ccccc3)ccc3ccccc23)cc1. The product is CC(C)(C)OC(=O)N1CCC2CN(c3cncc(Br)c3)CC21. Reaction SMILES: [Br:68][c:69]1[cH:70][n:71][cH:72][c:73]([Br:74])[cH:75]1.[CH3:62][C:63]([CH3:64])([O-:65])[CH3:66].[CH3:76][c:77]1[cH:78][cH:79][cH:80][cH:81][cH:82]1.[N:1]1([C:9](=[O:10])[O:11][C:12]([CH3:13])([CH3:14])[CH3:15])[CH:2]2[CH:3]([CH2:4][CH2:5]1)[CH2:6][NH:7][CH2:8]2.[Na+:67].[O:103]=[C:104]([CH:105]=[CH:106][c:107]1[cH:108][cH:109][cH:110][cH:111][cH:112]1)[CH:113]=[CH:114][c:115]1[cH:116][cH:117][cH:118][cH:119][cH:120]1.[O:121]=[C:122]([CH:123]=[CH:124][c:125]1[cH:126][cH:127][cH:128][cH:129][cH:130]1)[CH:131]=[CH:132][c:133]1[cH:134][cH:135][cH:136][cH:137][cH:138]1.[O:85]=[C:86]([CH:87]=[CH:88][c:89]1[cH:90][cH:91][cH:92][cH:93][cH:94]1)[CH:95]=[CH:96][c:97]1[cH:98][cH:99][cH:100][cH:101][cH:102]1.[Pd:83].[Pd:84].[c:16]1([P:17]([c:18]2[cH:19][cH:20][cH:21][cH:22][cH:23]2)[c:24]2[cH:25][cH:26][c:27]3[c:28]([cH:29][cH:30][cH:31][cH:32]3)[c:33]2-[c:34]2[c:35]3[c:36]([cH:37][cH:38][cH:39][cH:40]3)[cH:41][cH:42][c:43]2[P:44]([c:45]2[cH:46][cH:47][cH:48][cH:49][cH:50]2)[c:51]2[cH:52][cH:53][cH:54][cH:55][cH:56]2)[cH:57][cH:58][cH:59][cH:60][cH:61]1>>[N:1]1([C:9](=[O:10])[O:11][C:12]([CH3:13])([CH3:14])[CH3:15])[CH:2]2[CH:3]([CH2:4][CH2:5]1)[CH2:6][N:7]([c:73]1[cH:72][n:71][cH:70][c:69]([Br:68])[cH:75]1)[CH2:8]2. Starting materials: Cc1c(F)cccc1Cc1c(-c2ccccc2)c2ccccn2c1C(=O)N1CCN(C(=O)OC(C)(C)C)C(CC=O)C1, C1CCOC1, CC=C(C)C, CC(C)(C)O, [O-][Cl+][O-], [Na+], [Na+], O, O=P([O-])(O)O. Product: Cc1c(F)cccc1Cc1c(-c2ccccc2)c2ccccn2c1C(=O)N1CCN(C(=O)OC(C)(C)C)C(CC(=O)O)C1. As a reaction SMILES: [C:1]([CH3:2])([CH3:3])([CH3:4])[O:5][C:6](=[O:7])[N:8]1[CH:9]([CH2:40][CH:41]=[O:42])[CH2:10][N:11]([C:14](=[O:15])[c:16]2[c:17]([CH2:31][c:32]3[c:33]([CH3:39])[c:34]([F:38])[cH:35][cH:36][cH:37]3)[c:18](-[c:25]3[cH:26][cH:27][cH:28][cH:29][cH:30]3)[c:19]3[cH:20][cH:21][cH:22][cH:23][n:24]23)[CH2:12][CH2:13]1.[CH2:54]1[O:55][CH2:56][CH2:57][CH2:58]1.[CH3:49][C:50](=[CH:51][CH3:52])[CH3:53].[CH3:63][C:64]([OH:65])([CH3:66])[CH3:67].[Cl+:59]([O-:60])[O-:61].[Na+:43].[Na+:62].[OH2:68].[OH:44][P:45](=[O:46])([O-:47])[OH:48]>>[C:1]([CH3:2])([CH3:3])([CH3:4])[O:5][C:6](=[O:7])[N:8]1[CH:9]([CH2:40][C:41](=[O:42])[OH:44])[CH2:10][N:11]([C:14](=[O:15])[c:16]2[c:17]([CH2:31][c:32]3[c:33]([CH3:39])[c:34]([F:38])[cH:35][cH:36][cH:37]3)[c:18](-[c:25]3[cH:26][cH:27][cH:28][cH:29][cH:30]3)[c:19]3[cH:20][cH:21][cH:22][cH:23][n:24]23)[CH2:12][CH2:13]1. The reactants are 1-A, CC1=CC(OC2=CC(=CC=C12)O)=O (4-Methyl-7-hydroxycoumarin), BrC(=C)CBr (2,3-dibromopropene), C([O-])([O-])=O.[K+].[K+] (potassium carbonate). Run in CC(=O)C (acetone). Yields the product CC1=CC(OC2=CC(=CC=C12)OCC(=C)Br)=O (4-methyl-7-(2'-bromoallyloxy) coumarin). Isolated yield 89.0%. Reaction SMILES: [CH3:1][C:2]1[C:11]2[C:6](=[CH:7][C:8]([OH:12])=[CH:9][CH:10]=2)[O:5][C:4](=[O:13])[CH:3]=1.[Br:14][C:15]([CH2:17]Br)=[CH2:16].C(=O)([O-])[O-].[K+].[K+]>CC(C)=O>[CH3:1][C:2]1[C:11]2[C:6](=[CH:7][C:8]([O:12][CH2:17][C:15]([Br:14])=[CH2:16])=[CH:9][CH:10]=2)[O:5][C:4](=[O:13])[CH:3]=1 |f:2.3.4|. Reported procedure: 4-Methyl-7-hydroxycoumarin (2.00 g., 11.4 m mole) was refluxed with freshly-distilled 2,3-dibromopropene (2.72 g., 13.6 m mole), anhydrous potassium carbonate (3.15 g., 22.8 m mole), and acetone (80 ml.) for four hours. The reaction mixture was treated as described for the preparation of Example I, Part 1-A to obtain 4-methyl-7-(2'-bromoallyloxy) coumarin as an off-white solid (3.70 g.) that contained some excess 2,3-dibromopropene. Recrystallization of a portion (500 mg.) from ligroin (b.p. 100... Reactants: C(CCC)[Li] (n-Butyl lithium), solution, COC1=NC2=CC=C(C=C2C=C1)Br (2-methoxy-6-bromoquinoline), [Mn](=O)(=O)(=O)[O-].[K+] (potassium permanganate), [Cl-].[NH4+] (ammonium chloride), N1=CN=CC=C1 (pyrimidine). Solvent: CCCCCC (hexane), CCOCC (ether), CC(=O)C (acetone), CC(=O)C (acetone), CCOCC (ether). Yields the product COC1=NC2=CC=C(C=C2C=C1)C1=NC=NC=C1 (2-methoxy-6-(4-pyrimidinyl)quinoline). RXN SMILES: C([Li])CCC.[CH3:6][O:7][C:8]1[CH:17]=[CH:16][C:15]2[C:10](=[CH:11][CH:12]=[C:13](Br)[CH:14]=2)[N:9]=1.[N:19]1[CH:24]=[CH:23][CH:22]=[N:21][CH:20]=1.[Cl-].[NH4+].[Mn]([O-])(=O)(=O)=O.[K+]>CCCCCC.CCOCC.CC(C)=O>[CH3:6][O:7][C:8]1[CH:17]=[CH:16][C:15]2[C:10](=[CH:11][CH:12]=[C:13]([C:24]3[CH:23]=[CH:22][N:21]=[CH:20][N:19]=3)[CH:14]=2)[N:9]=1 |f:3.4,5.6|. Procedure: n-Butyl lithium (2.7 cm3 of a 1.5M solution in hexane) was added dropwise to a stirred suspension of 2-methoxy-6-bromoquinoline (0.95 g) in ether (5 cm3) at -70° under nitrogen. When all the solid material had dissolved a solution of pyrimidine (0.32 g) in ether (1 cm3) was added dropwise and the resulting solution was allowed to warm to room temperature. Saturated ammonium chloride solution (5 cm3) was added, the aqueous phase was extracted with chloroform (3×10 cm3) and the dried (MgSO4) extra...